The task is: describe an organic reaction: reactants, conditions, products, and yield. This data is from the Open Reaction Database (ORD), a public repository of structured organic reaction records. The reactants are CCN(C(C)C)C(C)C (DIEA), O[C@@H]1[C@H](NCC1)C(=O)O ((2S,3S)-3-Hydroxy-pyrrolidine-2-carboxylic acid), ClC(=O)OCC1=CC=CC=C1 (benzyl chloroformate). Solvent: CN(C)C=O (DMF). Reaction conditions: temperature 0 celsius. Yields the product C(C1=CC=CC=C1)OC(=O)N1[C@@H]([C@H](CC1)O)C(=O)O ((2S,3S)-3-Hydroxy-pyrrolidine-1,2-dicarboxylic acid 1-benzyl ester). As a reaction SMILES: [OH:1][C@H:2]1[CH2:6][CH2:5][NH:4][C@@H:3]1[C:7]([OH:9])=[O:8].CCN(C(C)C)C(C)C.Cl[C:20]([O:22][CH2:23][C:24]1[CH:29]=[CH:28][CH:27]=[CH:26][CH:25]=1)=[O:21]>CN(C=O)C>[CH2:23]([O:22][C:20]([N:4]1[CH2:5][CH2:6][C@H:2]([OH:1])[C@H:3]1[C:7]([OH:9])=[O:8])=[O:21])[C:24]1[CH:29]=[CH:28][CH:27]=[CH:26][CH:25]=1. Procedure: (2S,3S)-3-Hydroxy-pyrrolidine-2-carboxylic acid (254.5 mg, 1.9 mmol) was dissolved in DMF (15 mL) and distilled water (6 mL). The solution was cooled to 0° C., and DIEA (500 μL, 2.9 mmol) was added followed by benzyl chloroformate (410 μL, 2.9 mmol). The reaction was stirred at 0° C. and allowed to warm to ambient temperature overnight. The reaction was filtered and purified by reverse phase HPLC to give the desired product.